Dataset: the Open Reaction Database (ORD), a public repository of structured organic reaction records. Task: describe an organic reaction: reactants, conditions, products, and yield Reactants: C(CC)(OC)(OC)OC (trimethyl orthopropionate), CC1(CC=2C(=NC=NC2CC1)N1CCOC2=C(C1)C=C(C=C2)C=2C=C(C(=NC2)N)N)C (5-[4-(6,6-dimethyl-5,6,7,8-tetrahydroquinazolin-4-yl)-2,3,4,5-tetrahydro-1,4-benzoxazepin-7-yl]pyridine-2,3-diamine). Product: CC1(CC=2C(=NC=NC2CC1)N1CCOC2=C(C1)C=C(C=C2)C=2C=C1C(=NC2)NC(=N1)CC)C (4-(6,6-dimethyl-5,6,7,8-tetrahydroquinazolin-4-yl)-7-(2-ethyl-3H-imidazo[4,5-b]pyridin-6-yl)-2,3,4,5-tetrahydro-1,4-benzoxazepine). Reaction SMILES: [C:1](OC)(OC)(OC)[CH2:2][CH3:3].[CH3:10][C:11]1([CH3:40])[CH2:20][CH2:19][C:18]2[N:17]=[CH:16][N:15]=[C:14]([N:21]3[CH2:27][C:26]4[CH:28]=[C:29]([C:32]5[CH:33]=[C:34]([NH2:39])[C:35]([NH2:38])=[N:36][CH:37]=5)[CH:30]=[CH:31][C:25]=4[O:24][CH2:23][CH2:22]3)[C:13]=2[CH2:12]1>>[CH3:10][C:11]1([CH3:40])[CH2:20][CH2:19][C:18]2[N:17]=[CH:16][N:15]=[C:14]([N:21]3[CH2:27][C:26]4[CH:28]=[C:29]([C:32]5[CH:33]=[C:34]6[N:39]=[C:1]([CH2:2][CH3:3])[NH:38][C:35]6=[N:36][CH:37]=5)[CH:30]=[CH:31][C:25]=4[O:24][CH2:23][CH2:22]3)[C:13]=2[CH2:12]1. Procedure details: Prepared according to the method of example 4 by omitting step 3, and using trimethyl orthopropionate and 5-[4-(6,6-dimethyl-5,6,7,8-tetrahydroquinazolin-4-yl)-2,3,4,5-tetrahydro-1,4-benzoxazepin-7-yl]pyridine-2,3-diamine in step 4. 1H NMR (400 MHz, Methanol-d4): 8.77 (br, 1H), 8.34 (s, 1H), 8.06 (s, 1H), 7.59 (s, 1H), 7.50 (d, 1H), 7.09 (d, 1H), 4.74 (s, 2H), 4.38 (m, 2H), 3.94 (m, 2H), 2.97 (q, 2H), 2.77 (t, 2H), 2.47 (s, 2H), 1.67 (t, 2H), 1.26 (t, 3H), 0.90 (s, 6H); MS (EI) for C27H30N6O: 45... Reactants: C(C)C1=C(OCCCOC2=C(C=CC=C2)CCC(=O)OCC)C=C(C(=C1)C1=CC=C(C=C1)F)OCC1=CC=CC=C1 (ethyl 3-(2-(3-(2-ethyl-4-(4-fluorophenyl)-5-benzyloxyphenoxy)propoxy)phenyl)propionate), [OH-].[Na+] (sodium hydroxide). Solvent: Cl (hydrochloric acid), C(C)O (ethanol). Reaction conditions: time 16 hour. Product: C(C)C1=C(OCCCOC2=C(C=CC=C2)CCC(=O)O)C=C(C(=C1)C1=CC=C(C=C1)F)OCC1=CC=CC=C1 (3-(2-(3-(2-Ethyl-4-(4-fluorophenyl)-5-benzyloxyphenoxy)propoxy)phenyl)propionic acid). The yield is 93.0%. Reaction SMILES: [CH2:1]([C:3]1[CH:26]=[C:25]([C:27]2[CH:32]=[CH:31][C:30]([F:33])=[CH:29][CH:28]=2)[C:24]([O:34][CH2:35][C:36]2[CH:41]=[CH:40][CH:39]=[CH:38][CH:37]=2)=[CH:23][C:4]=1[O:5][CH2:6][CH2:7][CH2:8][O:9][C:10]1[CH:15]=[CH:14][CH:13]=[CH:12][C:11]=1[CH2:16][CH2:17][C:18]([O:20]CC)=[O:19])[CH3:2].[OH-].[Na+]>C(O)C.Cl>[CH2:1]([C:3]1[CH:26]=[C:25]([C:27]2[CH:28]=[CH:29][C:30]([F:33])=[CH:31][CH:32]=2)[C:24]([O:34][CH2:35][C:36]2[CH:41]=[CH:40][CH:39]=[CH:38][CH:37]=2)=[CH:23][C:4]=1[O:5][CH2:6][CH2:7][CH2:8][O:9][C:10]1[CH:15]=[CH:14][CH:13]=[CH:12][C:11]=1[CH2:16][CH2:17][C:18]([OH:20])=[O:19])[CH3:2] |f:1.2|. Procedure: A solution of 375 mg of ethyl 3-(2-(3-(2-ethyl-4-(4-fluorophenyl)-5-benzyloxyphenoxy)propoxy)phenyl)propionate in 25 mL of ethanol was mixed with 5 mL of 5.0N sodium hydroxide and stirred 16 hours. The mixture was diluted with 1.0N hydrochloric acid and extracted with 3:1 dichloromethane/isopropanol. The organic phase was washed with saturated sodium chloride, dried over sodium sulfate, and evaporated in vacuo providing the desired title product in 93% yield. NMR. Starting materials: COC1=C(C=CC(=C1)C(C(F)(F)F)(C(F)(F)F)O)C=CC(=O)O (3-{2-methoxy-4-[2,2,2-trifluoro-1-hydroxy-1-(trifluoromethyl)ethyl]phenyl}-2-propenoic acid). The solvent is C(C)O (ethanol). Product: COC1=C(C=CC(=C1)C(C(F)(F)F)(C(F)(F)F)O)CCC(=O)O (2-methoxy-4-[2,2,2-trifluoro-1-hydroxy-1-(trifluoromethyl)ethyl]benzenepropanoic acid). Isolated yield 80.9%. RXN SMILES: [CH3:1][O:2][C:3]1[CH:8]=[C:7]([C:9]([OH:18])([C:14]([F:17])([F:16])[F:15])[C:10]([F:13])([F:12])[F:11])[CH:6]=[CH:5][C:4]=1[CH:19]=[CH:20][C:21]([OH:23])=[O:22]>C(O)C>[CH3:1][O:2][C:3]1[CH:8]=[C:7]([C:9]([OH:18])([C:14]([F:15])([F:16])[F:17])[C:10]([F:13])([F:12])[F:11])[CH:6]=[CH:5][C:4]=1[CH2:19][CH2:20][C:21]([OH:23])=[O:22]. Procedure details: To 100 ml of ethanol are added 8.8 g (0.025 mole) of 3-{2-methoxy-4-[2,2,2-trifluoro-1-hydroxy-1-(trifluoromethyl)ethyl]phenyl}-2-propenoic acid to produce a solution which is added to a pressure bottle and flushed with nitrogen. To the solution is added 1 g of 10% palladium on carbon. The pressure bottle is placed in a hydrogenation apparatus and pressurized to 1384 g/cm2 (50 lbs/in.2) with hydrogen. The pressure bottle is shaken until the pressure ceases dropping. The resulting solution is ven... Reactants: C(C)(C)NC(C)C (diisopropylamine), solution, C(CCC)[Li] (n-butyllithium), O1CCCC1 (tetrahydrofuran), C(C)(C)[N-]C(C)C.[Li+] (lithium diisopropylamide), ClC1=C(C=CC(=C1)F)C1OCCO1 (2-(2-chloro-4-fluorophenyl)-1,3-dioxolane), O1CCCC1 (tetrahydrofuran). Run in CN(C=O)C (N,N-dimethylformamide), C(C)(=O)O (acetic acid), CCCCCC (hexane), O (water). Conditions: temperature 0 celsius, time 1 hour. The product is ClC1=C(C=O)C(=CC=C1C1OCCO1)F (2-chloro-3-(1,3-dioxolan-2-yl)-6-fluorobenzaldehyde). RXN SMILES: C(NC(C)C)(C)C.C([Li])CCC.C([N-]C(C)C)(C)C.[Li+].[Cl:21][C:22]1[CH:27]=[C:26]([F:28])[CH:25]=[CH:24][C:23]=1[CH:29]1[O:33][CH2:32][CH2:31][O:30]1.[O:34]1CCC[CH2:35]1>CCCCCC.O.C(O)(=O)C.CN(C)C=O>[Cl:21][C:22]1[C:23]([CH:29]2[O:30][CH2:31][CH2:32][O:33]2)=[CH:24][CH:25]=[C:26]([F:28])[C:27]=1[CH:35]=[O:34] |f:2.3|. Reported procedure: To a solution of diisopropylamine (4.25 mL) in tetrahydrofuran (25 ml) was added dropwise 1.6 mol/L solution (18.9 mL) of n-butyllithium in hexane at −78° C., and the mixture was stirred at 0° C. for 1 hr. To the prepared lithium diisopropylamide was added dropwise a solution of 2-(2-chloro-4-fluorophenyl)-1,3-dioxolane (5.34 g) in tetrahydrofuran (25 mL) at −78° C. The mixture was stirred at the same temperature for 1 hr, and N,N-dimethylformamide (2.3 mL) was added thereto. The reaction mixtur... Reactants: O=C(O)Cc1ccc([N+](=O)[O-])cc1, Cc1ccc(Cl)c(N)c1. Reagents/catalysts: C1=CC=C(C=C1)P(=O)(C2=CC=CC=C2)OC3=C(C(=C(C(=C3F)F)F)F)F (FDPP), CCN(C(C)C)C(C)C (DIPEA). Solvent: CN(C)C=O (DMF), CN(C)C=O (DMF), CN(C)C=O (DMF), CN(C)C=O (DMF), CN(C)C=O (DMF), CN(C)C=O (DMF). Conditions: temperature 25 celsius, time 2 hour. The product is Cc1ccc(Cl)c(NC(=O)Cc2ccc([N+](=O)[O-])cc2)c1. Isolated yield 32.0%. RXN SMILES: Cc1ccc(Cl)c(N)c1.O=C(O)Cc1ccc([N+](=O)[O-])cc1.C1=CC=C(C=C1)P(=O)(C2=CC=CC=C2)OC3=C(C(=C(C(=C3F)F)F)F)F.CCN(C(C)C)C(C)C.CN(C)C=O>>Cc1ccc(Cl)c(NC(=O)Cc2ccc([N+](=O)[O-])cc2)c1. Starting materials: Br, CC(C)(C)c1ccc(S(=O)(=O)Cl)s1, Cl, Nc1nc(-c2cccc([N+](=O)[O-])c2)cs1, c1ccncc1. Product: CC(C)(C)c1ccc(S(=O)(=O)Nc2nc(-c3cccc([N+](=O)[O-])c3)cs2)s1. Reaction SMILES: [BrH:1].[C:17]([CH3:18])([CH3:19])([CH3:20])[c:21]1[cH:22][cH:23][c:24]([S:26](=[O:27])(=[O:28])[Cl:29])[s:25]1.[ClH:30].[N+:2](=[O:3])([O-:4])[c:5]1[cH:6][c:7](-[c:11]2[n:12][c:13]([NH2:16])[s:14][cH:15]2)[cH:8][cH:9][cH:10]1.[cH:31]1[cH:32][cH:33][n:34][cH:35][cH:36]1>>[N+:2](=[O:3])([O-:4])[c:5]1[cH:6][c:7](-[c:11]2[n:12][c:13]([NH:16][S:26]([c:24]3[cH:23][cH:22][c:21]([C:17]([CH3:18])([CH3:19])[CH3:20])[s:25]3)(=[O:27])=[O:28])[s:14][cH:15]2)[cH:8][cH:9][cH:10]1. Reactants: C(C1=CC=CC=C1)OC1=CC=C(CC(C(=O)OC(C)(C)C)(CC[C@@H](C(=O)OC(C)(C)C)NC(=O)OC(C)(C)C)C(=O)OCC2=CC=CC=C2)C=C1 (di-tert-butyl (5S)-2-[4-(benzyloxy)benzyl]-2-(benzyloxycarbonyl)-5-[(tert-butoxycarbonyl)amino]hexanedioate). Reagents/catalysts: [Pd] (palladium on carbon), catalyst. The solvent is CO (methanol). Run at time 8 hour. Product: C(C)(C)(C)OC([C@H](CCC(C(=O)O)(CC1=CC=C(C=C1)O)C(=O)OC(C)(C)C)NC(=O)OC(C)(C)C)=O ((5S)-2-(tert-Butoxycarbonyl)-5-[(tert-butoxycarbonyl)amino]-2-(4-hydroxybenzyl)hexanedioic acid 6-tert-butyl ester). The yield is 100.5%. Reaction SMILES: C([O:8][C:9]1[CH:51]=[CH:50][C:12]([CH2:13][C:14]([C:40]([O:42]CC2C=CC=CC=2)=[O:41])([CH2:22][CH2:23][C@H:24]([NH:32][C:33]([O:35][C:36]([CH3:39])([CH3:38])[CH3:37])=[O:34])[C:25]([O:27][C:28]([CH3:31])([CH3:30])[CH3:29])=[O:26])[C:15]([O:17][C:18]([CH3:21])([CH3:20])[CH3:19])=[O:16])=[CH:11][CH:10]=1)C1C=CC=CC=1>CO.[Pd]>[C:28]([O:27][C:25](=[O:26])[C@@H:24]([NH:32][C:33]([O:35][C:36]([CH3:39])([CH3:38])[CH3:37])=[O:34])[CH2:23][CH2:22][C:14]([C:15]([O:17][C:18]([CH3:19])([CH3:20])[CH3:21])=[O:16])([CH2:13][C:12]1[CH:11]=[CH:10][C:9]([OH:8])=[CH:51][CH:50]=1)[C:40]([OH:42])=[O:41])([CH3:29])([CH3:30])[CH3:31]. Procedure details: To a solution of 1.07 g di-tert-butyl (5S)-2-[4-(benzyloxy)benzyl]-2-(benzyloxycarbonyl)-5-[(tert-butoxycarbonyl)amino]hexanedioate (1.52 mmol) in methanol (20 mL) was added a 10% palladium on carbon hydrogenation catalyst (100 mg) at room temperature. The suspension was stirred overnight at room temperature under an atmosphere of hydrogen. The catalyst was removed by filtration and all volatiles were removed in vacuo. The crude product (800 mg, quantitative yield) was used in the next step with... Reactants: NC(=O)[C@H]1N(C[C@H](C1)F)C(=O)OC(C)(C)C (tert-Butyl (2S,4S)-2-aminocarbonyl-4-fluoro-1-pyrrolidinecarboxylate), Cl (HCl). The solvent is O1CCOCC1 (dioxane). Run at time 10 minute. Yields the product Cl.F[C@H]1C[C@H](NC1)C(=O)N ((2S,4S)-4-Fluoro-2-pyrrolidinecarboxamide hydrochloride). RXN SMILES: [NH2:1][C:2]([C@@H:4]1[CH2:8][C@H:7]([F:9])[CH2:6][N:5]1C(OC(C)(C)C)=O)=[O:3].[ClH:17]>O1CCOCC1>[ClH:17].[F:9][C@@H:7]1[CH2:6][NH:5][C@H:4]([C:2]([NH2:1])=[O:3])[CH2:8]1 |f:3.4|. Reported procedure: tert-Butyl (2S,4S)-2-aminocarbonyl-4-fluoro-1-pyrrolidinecarboxylate obtained in Example 7-8 (46 g) was dissolved in 4N HCl in dioxane (200 mL) and the resulting mixture was stirred for 10 minutes at room temperature. After removal of the solvent, the resulting residue was triturated with ethyl acetate to give the target compound as a white powder (34 g). Reactants: CO, CCOCC, COC(=O)c1cc(Oc2nc3cc(-c4ccc(C(C)O)cc4)c(Cl)cc3[nH]2)ccc1C, [Na+], [OH-]. Product: Cc1ccc(Oc2nc3cc(-c4ccc(C(C)O)cc4)c(Cl)cc3[nH]2)cc1C(=O)O. Reaction SMILES: [CH3:34][OH:35].[CH3:36][CH2:37][O:38][CH2:39][CH3:40].[Cl:3][c:4]1[c:5](-[c:25]2[cH:26][cH:27][c:28]([CH:31]([CH3:32])[OH:33])[cH:29][cH:30]2)[cH:6][c:7]2[c:8]([nH:9][c:10]([O:12][c:13]3[cH:14][cH:15][c:16]([CH3:23])[c:17]([C:18](=[O:19])[O:20][CH3:21])[cH:22]3)[n:11]2)[cH:24]1.[Na+:2].[OH-:1]>>[Cl:3][c:4]1[c:5](-[c:25]2[cH:26][cH:27][c:28]([CH:31]([CH3:32])[OH:33])[cH:29][cH:30]2)[cH:6][c:7]2[c:8]([nH:9][c:10]([O:12][c:13]3[cH:14][cH:15][c:16]([CH3:23])[c:17]([C:18](=[O:19])[OH:20])[cH:22]3)[n:11]2)[cH:24]1. The reactants are BrC1=CC=C2C(=CC(=NC2=C1)OC1=CC=C(C#N)C=C1)C (4-[(7-bromo-4-methyl-quinolin-2-yl)oxy]-benzonitrile), 2-formylbenzeneboric acid, C([O-])([O-])=O.[Na+].[Na+] (sodium carbonate). Reagents/catalysts: [Pd].C1(=CC=CC=C1)P(C1=CC=CC=C1)C1=CC=CC=C1.C1(=CC=CC=C1)P(C1=CC=CC=C1)C1=CC=CC=C1.C1(=CC=CC=C1)P(C1=CC=CC=C1)C1=CC=CC=C1.C1(=CC=CC=C1)P(C1=CC=CC=C1)C1=CC=CC=C1 (tetrakis-(triphenylphosphine)-palladium (0)). Solvent: C1(=CC=CC=C1)C.O (toluene water). The product is C(=O)C1=C(C=CC=C1)C1=CC=C2C(=CC(=NC2=C1)OC1=CC=C(C#N)C=C1)C (4-{[7-(2-formyl-phenyl)-4-methyl-quinolin-2-yl]-oxy}-benzonitrile). RXN SMILES: Br[C:2]1[CH:11]=[C:10]2[C:5]([C:6]([CH3:21])=[CH:7][C:8]([O:12][C:13]3[CH:20]=[CH:19][C:16]([C:17]#[N:18])=[CH:15][CH:14]=3)=[N:9]2)=[CH:4][CH:3]=1.[C:22](=[O:25])([O-])[O-].[Na+].[Na+]>C1(C)C=CC=CC=1.O.[Pd].C1(P(C2C=CC=CC=2)C2C=CC=CC=2)C=CC=CC=1.C1(P(C2C=CC=CC=2)C2C=CC=CC=2)C=CC=CC=1.C1(P(C2C=CC=CC=2)C2C=CC=CC=2)C=CC=CC=1.C1(P(C2C=CC=CC=2)C2C=CC=CC=2)C=CC=CC=1>[CH:22]([C:2]1[CH:11]=[CH:10][CH:5]=[CH:4][C:3]=1[C:2]1[CH:11]=[C:10]2[C:5]([C:6]([CH3:21])=[CH:7][C:8]([O:12][C:13]3[CH:20]=[CH:19][C:16]([C:17]#[N:18])=[CH:15][CH:14]=3)=[N:9]2)=[CH:4][CH:3]=1)=[O:25] |f:1.2.3,4.5,6.7.8.9.10|. Procedure details: Prepared analogously to Example 27e from 4-[(7-bromo-4-methyl-quinolin-2-yl)oxy]-benzonitrile, 2-formylbenzeneboric acid, sodium carbonate and tetrakis-(triphenylphosphine)-palladium (0) in toluene/water.